The task is: describe an organic reaction: reactants, conditions, products, and yield. This data is from the Open Reaction Database (ORD), a public repository of structured organic reaction records. RXN SMILES: [CH3:22][OH:23].[NH2:1][c:2]1[c:3]([C:4](=[O:5])[OH:6])[cH:7][cH:8][cH:9][c:10]1[O:11][CH3:12].[O:13]=[C:14]1[N:15]([Br:20])[C:16](=[O:17])[CH2:18][CH2:19]1.[OH2:21]>>[NH2:1][c:2]1[c:3]([C:4](=[O:5])[OH:6])[cH:7][c:8]([Br:20])[cH:9][c:10]1[O:11][CH3:12]. Yields the product COc1cc(Br)cc(C(=O)O)c1N. Reactants: CO, COc1cccc(C(=O)O)c1N, O=C1CCC(=O)N1Br, O.